The task is: describe an organic reaction: reactants, conditions, products, and yield. This data is from the Open Reaction Database (ORD), a public repository of structured organic reaction records. The reactants are CCOCC, Cl, [F-], COC(=O)C(C(F)(F)F)C(F)(F)F, [K+], O=[N+]([O-])c1ccc(F)c([N+](=O)[O-])c1, O=S1(=O)CCCC1. The product is COC(=O)C(c1ccc([N+](=O)[O-])cc1[N+](=O)[O-])(C(F)(F)F)C(F)(F)F. Reaction SMILES: [CH3:37][CH2:38][O:39][CH2:40][CH3:41].[ClH:29].[F-:14].[F:16][C:17]([CH:18]([C:19](=[O:20])[O:21][CH3:22])[C:23]([F:24])([F:25])[F:26])([F:27])[F:28].[K+:15].[N+:1](=[O:2])([O-:3])[c:4]1[c:5]([F:13])[cH:6][cH:7][c:8]([N+:10](=[O:11])[O-:12])[cH:9]1.[S:30]1(=[O:35])(=[O:36])[CH2:31][CH2:32][CH2:33][CH2:34]1>>[N+:1](=[O:2])([O-:3])[c:4]1[c:5]([C:18]([C:17]([F:16])([F:27])[F:28])([C:19](=[O:20])[O:21][CH3:22])[C:23]([F:24])([F:25])[F:26])[cH:6][cH:7][c:8]([N+:10](=[O:11])[O-:12])[cH:9]1. The reactants are C(C)(C)N1CCC(CC1)CC(=O)OCC (ethyl (1-isopropylpiperidin-4-yl)acetate), [H-].[Al+3].[Li+].[H-].[H-].[H-] (lithium aluminum hydride), S(=O)(=O)([O-])[O-].[Mg+2] (magnesium sulfate), [OH-].[Na+] (sodium hydroxide). The solvent is O1CCCC1 (tetrahydrofuran), O1CCCC1 (tetrahydrofuran), O (water), O (water). Reaction conditions: time 1.5 hour. The product is C(C)(C)N1CCC(CC1)CCO (2-(1-isopropylpiperidin-4-yl)ethanol). Isolated yield 98.6%. As a reaction SMILES: [H-].[Al+3].[Li+].[H-].[H-].[H-].[CH:7]([N:10]1[CH2:15][CH2:14][CH:13]([CH2:16][C:17](OCC)=[O:18])[CH2:12][CH2:11]1)([CH3:9])[CH3:8].[OH-].[Na+].S([O-])([O-])(=O)=O.[Mg+2]>O1CCCC1.O>[CH:7]([N:10]1[CH2:15][CH2:14][CH:13]([CH2:16][CH2:17][OH:18])[CH2:12][CH2:11]1)([CH3:9])[CH3:8] |f:0.1.2.3.4.5,7.8,9.10|. Procedure: Under argon gas atmosphere, lithium aluminum hydride (1.19 g) is suspended in tetrahydrofuran (50 mL) and thereto is added dropwise a solution of ethyl (1-isopropylpiperidin-4-yl)acetate (compound obtained in Reference Example 93(1), 6.43 g) in tetrahydrofuran (50 mL) over a period of 15 minutes under ice-cooling. The mixture is stirred at room temperature for 1.5 hours. To the reaction mixture is added successively water (1.2 mL), 2N sodium hydroxide solution (2.4 mL), and water (2.4 mL) under ... Starting materials: S1C=C(C=C1)C=O (3-thiophenecarboxaldehyde), C(CO)O (ethyleneglycol), O.C1(=CC=C(C=C1)S(=O)(=O)O)C (p-toluenesulfonic acid monohydrate), C1=CC=CC=C1 (benzene). The solvent is O (water). Yields the product O1C(OCC1)C1=CSC=C1 (3-(1,3-dioxolane-2-yl)-thiophene). As a reaction SMILES: [S:1]1[CH:5]=[CH:4][C:3]([CH:6]=[O:7])=[CH:2]1.[CH2:8](O)[CH2:9][OH:10].O.C1(C)C=CC(S(O)(=O)=O)=CC=1.C1C=CC=CC=1>O>[O:7]1[CH2:8][CH2:9][O:10][CH:6]1[C:3]1[CH:4]=[CH:5][S:1][CH:2]=1 |f:2.3|. Procedure details: A solution of 28.04 g (250 mmol) of 3-thiophenecarboxaldehyde, 20.2 g (330 mmole) of ethyleneglycol, 10 mg (0.05 mmole) of p-toluenesulfonic acid monohydrate and 25 ml of benzene was heated to reflux untill the calculated amount of water was removed via a Dean-Stark trap (5 hours). The reaction mixture was allowed to cool to room temperature and was washed with 30 ml of saturated NaHCO3 solution. The organic layer was dried over MgSO4 and the solvent was removed by evaporation to give the title ... The reactants are COC(C1=C(C(=CC=C1)C=O)NS(=O)(=O)C1=CC=C(C=C1)OC)=O (3-Formyl-2-(4-methoxy-benzenesulfonylamino)-benzoic acid methyl ester), [H-].[Na+] (sodium hydride), C(CCCCCCC)Br (n-octyl bromide). Run in CCOCC (ether), CN(C)C=O (DMF). Run at time 8 hour. The product is COC(C1=C(C(=CC=C1)C=O)N(CCCCCCCC)S(=O)(=O)C1=CC=C(C=C1)OC)=O (3-Formyl-2-[(4-methoxy-benzenesulfonyl)-octyl-amino]-benzoic acid methyl ester). Isolated yield 44.8%. Reaction SMILES: [CH3:1][O:2][C:3](=[O:24])[C:4]1[CH:9]=[CH:8][CH:7]=[C:6]([CH:10]=[O:11])[C:5]=1[NH:12][S:13]([C:16]1[CH:21]=[CH:20][C:19]([O:22][CH3:23])=[CH:18][CH:17]=1)(=[O:15])=[O:14].[H-].[Na+].[CH2:27](Br)[CH2:28][CH2:29][CH2:30][CH2:31][CH2:32][CH2:33][CH3:34]>CN(C=O)C.CCOCC>[CH3:1][O:2][C:3](=[O:24])[C:4]1[CH:9]=[CH:8][CH:7]=[C:6]([CH:10]=[O:11])[C:5]=1[N:12]([S:13]([C:16]1[CH:17]=[CH:18][C:19]([O:22][CH3:23])=[CH:20][CH:21]=1)(=[O:14])=[O:15])[CH2:27][CH2:28][CH2:29][CH2:30][CH2:31][CH2:32][CH2:33][CH3:34] |f:1.2|. Reported procedure: To a solution of 1.0 g (2.865 mmol) of the product of Example 321 in 7.5 mL of DMF was added 0.143 g (3.582 mmol) of 60% sodium hydride followed by 0.74 mL (4.30 mmol) of n-octyl bromide. The reaction was stirred overnight at room temperature then diluted with ether, washed with water, dried over MgSO4, filtered and concentrated in vacuo. The resulting residue was chromatographed on silica gel eluting with EtOAc/hexanes (1:3) to provide 0.592 g (49%) of the product as a white solid. Electrospray... Starting materials: C(C)(=O)C1=NN(C=C(C1=O)OC)C1=CC=CC=C1 (3-acetyl-5-methoxy-1-phenylpyridazin-4(1H)-one), COC(N(C)C)OC (dimethylformamide dimethylacetal), C(C)#N (acetonitrile). Reaction conditions: temperature 90 celsius, time 4.5 hour. The product is COC=1C(C(=NN(C1)C1=CC=CC=C1)C1=CC=NN1C)=O (5-methoxy-3-(1-methyl-1H-pyrazol-5-yl)-1-phenylpyridazin-4(1H)-one). As a reaction SMILES: [C:1]([C:4]1[C:9](=[O:10])[C:8]([O:11][CH3:12])=[CH:7][N:6]([C:13]2[CH:18]=[CH:17][CH:16]=[CH:15][CH:14]=2)[N:5]=1)(=O)[CH3:2].[C:19](#[N:21])C.CO[CH:24](OC)[N:25](C)C>>[CH3:12][O:11][C:8]1[C:9](=[O:10])[C:4]([C:1]2[N:21]([CH3:19])[N:25]=[CH:24][CH:2]=2)=[N:5][N:6]([C:13]2[CH:18]=[CH:17][CH:16]=[CH:15][CH:14]=2)[CH:7]=1. Procedure details: To a suspension of 3-acetyl-5-methoxy-1-phenylpyridazin-4(1H)-one (6.0 g) in dimethylformamide dimethylacetal (49.33 mL) was added acetonitrile (18 mL) and the mixture was stirred at 90° C. for 4.5 hr. The reaction mixture was allowed to cool to room temperature, and concentrated under reduced pressure to dryness. The residue was dissolved in ethanol (42.3 mL). To the reaction mixture was added dropwise with stirring under ice-cooling a solution of methylhydrazine (2.26 g) in 10% trifluoroacetic... The reactants are CO, COC(=O)c1ccc([N+](=O)[O-])c2c1CCCC2, COC(=O)c1cc([N+](=O)[O-])cc2c1CCCC2. Yields the product COC(=O)c1cc(N)cc2c1CCCC2. Reaction SMILES: [CH3:35][OH:36].[N+:18]([c:19]1[c:20]2[c:25]([c:26]([C:27]([O:28][CH3:29])=[O:30])[cH:31][cH:32]1)[CH2:24][CH2:23][CH2:22][CH2:21]2)([O-:33])=[O:34].[N+:1]([O-:2])(=[O:3])[c:4]1[cH:5][c:6]([C:14](=[O:15])[O:16][CH3:17])[c:7]2[c:12]([cH:13]1)[CH2:11][CH2:10][CH2:9][CH2:8]2>>[NH2:1][c:4]1[cH:5][c:6]([C:14](=[O:15])[O:16][CH3:17])[c:7]2[c:12]([cH:13]1)[CH2:11][CH2:10][CH2:9][CH2:8]2. The reactants are IC (Iodomethane), C(C=C)OC(=O)N1C[C@H](C[C@H]1C(=O)N(C)CC1=NC=C2SC=CN21)SC=2[C@@H]([C@H]1N(C2C(=O)OCC=C)C([C@@H]1[C@@H](C)O)=O)C (allyl(1R,5S,6S)-2-[(3S,5S)-1-allyloxycarbonyl-5-[N-(imidazo[5,1-b]thiazol-5-yl)methyl-N-methylaminocarbonyl]pyrrolidin-3-yl]thio-6-((1R)-1-hydroxyethyl)-1-methylcarbapen-2-em-3-carboxylate). Run at time 18 hour. Product: [I-].C(C=C)OC(=O)N1C[C@H](C[C@H]1C(=O)N(CC=1N(C=C2SC=C[N+]21)C)C)SC=2[C@@H]([C@H]1N(C2C(=O)OCC=C)C([C@@H]1[C@@H](C)O)=O)C (allyl(1R,5S,6S)-2-[(3S,5S)-1-allyloxycarbonyl-5-[N-methyl-N-(6-methylimidazo[5,1-b]thiazolium-5-yl)methylaminocarbonyl]pyrrolidin-3-yl]thio-6-((1R)-1-hydroxyethyl)-1-methylcarbapen-2-em-3-carboxylate iodide). Isolated yield 80.1%. RXN SMILES: [I:1][CH3:2].[CH2:3]([O:6][C:7]([N:9]1[C@H:13]([C:14]([N:16]([CH2:18][C:19]2[N:26]3[C:22]([S:23][CH:24]=[CH:25]3)=[CH:21][N:20]=2)[CH3:17])=[O:15])[CH2:12][C@H:11]([S:27][C:28]2[C@H:29]([CH3:45])[C@@H:30]3[C@@H:40]([C@H:41]([OH:43])[CH3:42])[C:39](=[O:44])[N:31]3[C:32]=2[C:33]([O:35][CH2:36][CH:37]=[CH2:38])=[O:34])[CH2:10]1)=[O:8])[CH:4]=[CH2:5]>>[I-:1].[CH2:3]([O:6][C:7]([N:9]1[C@H:13]([C:14]([N:16]([CH3:17])[CH2:18][C:19]2[N:20]([CH3:2])[CH:21]=[C:22]3[N+:26]=2[CH:25]=[CH:24][S:23]3)=[O:15])[CH2:12][C@H:11]([S:27][C:28]2[C@H:29]([CH3:45])[C@@H:30]3[C@@H:40]([C@H:41]([OH:43])[CH3:42])[C:39](=[O:44])[N:31]3[C:32]=2[C:33]([O:35][CH2:36][CH:37]=[CH2:38])=[O:34])[CH2:10]1)=[O:8])[CH:4]=[CH2:5] |f:2.3|. Reported procedure: Iodomethane (0.84 g) is added to 37.0 mg of allyl(1R,5S,6S)-2-[(3S,5S)-1-allyloxycarbonyl-5-[N-(imidazo[5,1-b]thiazol-5-yl)methyl-N-methylaminocarbonyl]pyrrolidin-3-yl]thio-6-((1R)-1-hydroxyethyl)-1-methylcarbapen-2-em-3-carboxylate, and the mixture is stirred in an argon atmosphere in a light-shielded state at room temperature for 18 hr. The excess reagent is removed by evaporation under reduced pressure, and the residue is purified by column chromatography on Sephadex LH-20 (chloroform:methano... The reactants are CC=1N=C(OC1C(CC1=CC=CC=C1)O)C1=CC=C(C=C1)C(F)(F)F (1-[4-Methyl-2-(4-trifluoromethyl-phenyl)-oxazol-5-yl]-2-phenyl-ethanol), COC(CCC1=C(C=C(C=C1)O)C)=O (3-(4-Hydroxy-2-methyl-phenyl)-propionic acid methyl ester), N(=NC(=O)N1CCCCC1)C(=O)N1CCCCC1 (1,1′-(azodicarbonyl)-dipiperidine), C(CCC)P(CCCC)CCCC (tributylphosphine). Solvent: C1(=CC=CC=C1)C (toluene). Yields the product COC(CCC1=C(C=C(C=C1)OC(CC1=CC=CC=C1)C1=C(N=C(O1)C1=CC=C(C=C1)C(F)(F)F)C)C)=O (3-(2-Methyl-4-{1-[4-methyl-2-(4-trifluoromethyl-phenyl)-oxazol-5-yl]-2-phenyl-ethoxy}-phenyl)-propionic acid methyl ester). Yield: 45.1%. Reaction SMILES: [CH3:1][C:2]1[N:3]=[C:4]([C:16]2[CH:21]=[CH:20][C:19]([C:22]([F:25])([F:24])[F:23])=[CH:18][CH:17]=2)[O:5][C:6]=1[CH:7]([OH:15])[CH2:8][C:9]1[CH:14]=[CH:13][CH:12]=[CH:11][CH:10]=1.[CH3:26][O:27][C:28](=[O:39])[CH2:29][CH2:30][C:31]1[CH:36]=[CH:35][C:34](O)=[CH:33][C:32]=1[CH3:38].N(C(N1CCCCC1)=O)=NC(N1CCCCC1)=O.C(P(CCCC)CCCC)CCC>C1(C)C=CC=CC=1>[CH3:26][O:27][C:28](=[O:39])[CH2:29][CH2:30][C:31]1[CH:36]=[CH:35][C:34]([O:15][CH:7]([C:6]2[O:5][C:4]([C:16]3[CH:17]=[CH:18][C:19]([C:22]([F:25])([F:23])[F:24])=[CH:20][CH:21]=3)=[N:3][C:2]=2[CH3:1])[CH2:8][C:9]2[CH:10]=[CH:11][CH:12]=[CH:13][CH:14]=2)=[CH:33][C:32]=1[CH3:38]. Procedure details: To a solution of 1-[4-Methyl-2-(4-trifluoromethyl-phenyl)-oxazol-5-yl]-2-phenyl-ethanone (1.2 g, 3.5 mmol) in 50 mL MeOH at 0° C. is added LiBH4 (0.086 g, 3.50 mmol) portionwise. After gas evolution had ceased a tic indicated that the reaction is complete and 50 mL of NH4Cl (aq.) is added and the resultant solution extraxted with ethyl acetate (3×50 mL). The combined organics are dried (Na2SO4), filtered and concentrated under vacuo. The resultant crude oil is purified by flash column chromatogr...